From a dataset of the Open Reaction Database (ORD), a public repository of structured organic reaction records. describe an organic reaction: reactants, conditions, products, and yield Reactants: IC1=NC(=NC=C1)SC (4-iodo-2-(methylthio)pyrimidine), C(C)(C)[Mg]Cl (i-PrMgCl), C(#N)C=1C=C(C=O)C=CC1 (3-cyanobenzaldehyde). The solvent is C1CCOC1 (THF). Reaction conditions: time 1 hour. Product: OC(C=1C=C(C#N)C=CC1)C1=NC(=NC=C1)SC (3-{hydroxy[2-(methylthio)pyrimidin-4-yl]methyl}benzonitrile). As a reaction SMILES: I[C:2]1[CH:7]=[CH:6][N:5]=[C:4]([S:8][CH3:9])[N:3]=1.C([Mg]Cl)(C)C.[C:15]([C:17]1[CH:18]=[C:19]([CH:22]=[CH:23][CH:24]=1)[CH:20]=[O:21])#[N:16]>C1COCC1>[OH:21][CH:20]([C:2]1[CH:7]=[CH:6][N:5]=[C:4]([S:8][CH3:9])[N:3]=1)[C:19]1[CH:18]=[C:17]([CH:24]=[CH:23][CH:22]=1)[C:15]#[N:16]. Procedure: To the solution of 4-iodo-2-(methylthio)pyrimidine (2.52 g, 10 mmol) in THF (50 mL) at 0 ° C. was added i-PrMgCl (5 mL, 2.0 M, 10 mmol) and stirred for 1 h. 3-cyanobenzaldehyde (1.31 g, 10 mmol) was added. The mixture was stirred at 0° C. for 2 h. The reaction was quenched with saturated aqueous NH4Cl solution and extracted with CH2Cl2. The combined organic layer was dried, filtered, and concentrated. The residue was purified by silica gel chromatography (20-50% EtOAc in hexane) to give 3-{hydro...